From a dataset of the Open Reaction Database (ORD), a public repository of structured organic reaction records. describe an organic reaction: reactants, conditions, products, and yield Reactants: CC(=O)OC(C)=O, Nc1cccc(Cl)c1. Yields the product CC(=O)Nc1cccc(Cl)c1. RXN SMILES: [CH3:9][C:10](=[O:11])[O:12][C:13](=[O:14])[CH3:15].[Cl:1][c:2]1[cH:3][c:4]([NH2:5])[cH:6][cH:7][cH:8]1>>[Cl:1][c:2]1[cH:3][c:4]([NH:5][C:10]([CH3:9])=[O:11])[cH:6][cH:7][cH:8]1. The reactants are NC1=C(C=CC(=C1)N1CCN(CC1)C)[NH-] ([2-amino-4-(4-methylpiperazin-1-yl)phenyl]amide), O=C1C2=CC=CC=C2C=2C(=CC=CC12)C(=O)O (9-oxo-9H-fluorene-4-carboxylic acid). Solvent: C(C)(=O)O (acetic acid). Yields the product CN1CCN(CC1)C=1C=CC2=C(NC(=N2)C2=CC=CC=3C(C4=CC=CC=C4C23)=O)C1 (4-[6-(4-methylpiperazin-1-yl)-1H -benzimidazol-2-yl]-9H-fluoren-9-one). As a reaction SMILES: [NH2:1][C:2]1[CH:7]=[C:6]([N:8]2[CH2:13][CH2:12][N:11]([CH3:14])[CH2:10][CH2:9]2)[CH:5]=[CH:4][C:3]=1[NH-:15].[O:16]=[C:17]1[C:29]2[CH:28]=[CH:27][CH:26]=[C:25]([C:30](O)=O)[C:24]=2[C:23]2[C:18]1=[CH:19][CH:20]=[CH:21][CH:22]=2>C(O)(=O)C>[CH3:14][N:11]1[CH2:12][CH2:13][N:8]([C:6]2[CH:5]=[CH:4][C:3]3[N:15]=[C:30]([C:25]4[C:24]5[C:23]6[C:18](=[CH:19][CH:20]=[CH:21][CH:22]=6)[C:17](=[O:16])[C:29]=5[CH:28]=[CH:27][CH:26]=4)[NH:1][C:2]=3[CH:7]=2)[CH2:9][CH2:10]1. Reported procedure: The procedure used in Example 68 is followed. In a 250 ml round-bottomed flask under an argon atmosphere, reflux, for 6 hours, a suspension of 4 g of [2-amino-4-(4-methylpiperazin-1-yl)phenyl]amide of 9-oxo-9H-fluorene-4-carboxylic acid, obtained in the previous stage, in 64 ml of acetic acid. After purification by formation of a paste with diisopropyl ether, in this way we obtained 2.5 g of 4-[6-(4-methylpiperazin-1-yl)-1H -benzimidazol-2-yl]-9H-fluoren-9-one, in the form of an orange powder, w... Reactants: C1(=CC=C(C=C1)S(=O)(=O)C#N)C (para-toluenesulfonyl cyanide), C(C)(C)(C)OC(=O)N1C(C=2N(CC1)C(=NC2I)CC)CCC2=CC(=C(C=C2)C(F)(F)F)F (3-ethyl-8-[2-(3-fluoro-4-trifluoromethyl-phenyl)-ethyl]-1-iodo-5,6-dihydro-8H-imidazo[1,5-a]pyrazine-7-carboxylic acid tert-butyl ester), [Li]CCCC (n-BuLi), hexanes, [NH4+].[Cl-] (NH4Cl). The solvent is CCOCC (ether), C1CCOC1 (THF), C1CCOC1 (THF), O (water). Reaction conditions: temperature -78 celsius, time 3 minute. Yields the product C(C)(C)(C)OC(=O)N1C(C=2N(CC1)C(=NC2C#N)CC)CCC2=CC(=C(C=C2)C(F)(F)F)F (1-cyano-3-ethyl-8-[2-(3-fluoro-4-trifluoromethyl-phenyl)-ethyl]-5,6-dihydro-8H-imidazo[1,5-a]pyrazine-7-carboxylic acid tert-butyl ester). RXN SMILES: [C:1]([O:5][C:6]([N:8]1[CH2:13][CH2:12][N:11]2[C:14]([CH2:18][CH3:19])=[N:15][C:16](I)=[C:10]2[CH:9]1[CH2:20][CH2:21][C:22]1[CH:27]=[CH:26][C:25]([C:28]([F:31])([F:30])[F:29])=[C:24]([F:32])[CH:23]=1)=[O:7])([CH3:4])([CH3:3])[CH3:2].[Li]CCCC.C1(C)C=CC(S([C:47]#[N:48])(=O)=O)=CC=1.[NH4+].[Cl-]>C1COCC1.CCOCC.O>[C:1]([O:5][C:6]([N:8]1[CH2:13][CH2:12][N:11]2[C:14]([CH2:18][CH3:19])=[N:15][C:16]([C:47]#[N:48])=[C:10]2[CH:9]1[CH2:20][CH2:21][C:22]1[CH:27]=[CH:26][C:25]([C:28]([F:31])([F:30])[F:29])=[C:24]([F:32])[CH:23]=1)=[O:7])([CH3:4])([CH3:3])[CH3:2] |f:3.4|. Reported procedure: A cooled (−78° C.) solution of 3-ethyl-8-[2-(3-fluoro-4-trifluoromethyl-phenyl)-ethyl]-1-iodo-5,6-dihydro-8H-imidazo[1,5-a]pyrazine-7-carboxylic acid tert-butyl ester (1.040 g; 1.833 mmol) in anhydrous THF (50 ml) was treated dropwise with 1.6M n-BuLi in hexanes (1.6 ml; 2.560 mmol). The resulting reaction mixture was further stirred at −78° C., under nitrogen, for 3 min., and a solution of para-toluenesulfonyl cyanide (0.576 g; 3.025 mmol) in anhydrous THF (5 ml) was then added dropwise. Stirri... The reactants are ClC1=CC(=C(CN2N=CC3=CC(=CC=C23)C=C2C(N=C(S2)SCC)=O)C=C1)C(F)(F)F (5-[1-(4-Chloro-2-trifluoromethyl-benzyl)-1H-indazol-5-ylmethylene]-2-ethylsulfanyl-thiazol-4-one), N1CC(C1)N1C[C@H](O[C@H](C1)C)C (4-Azetidin-3-yl-2,6-(cis)-dimethyl-morpholine). Product: ClC1=CC(=C(CN2N=CC3=CC(=CC=C23)C=C2C(N=C(S2)N2CC(C2)N2C[C@H](O[C@H](C2)C)C)=O)C=C1)C(F)(F)F (5-({1-[4-Chloro-2-(trifluoromethyl)benzyl]-1H-indazol-5-yl}methylidene)-2-[3-(2,6-cis-dimethylmorpholin-4-yl)azetidin-1-yl]-1,3-thiazol-4(5H)-one). RXN SMILES: [Cl:1][C:2]1[CH:27]=[CH:26][C:5]([CH2:6][N:7]2[C:15]3[C:10](=[CH:11][C:12]([CH:16]=[C:17]4[S:21][C:20](SCC)=[N:19][C:18]4=[O:25])=[CH:13][CH:14]=3)[CH:9]=[N:8]2)=[C:4]([C:28]([F:31])([F:30])[F:29])[CH:3]=1.[NH:32]1[CH2:35][CH:34]([N:36]2[CH2:41][C@H:40]([CH3:42])[O:39][C@H:38]([CH3:43])[CH2:37]2)[CH2:33]1>>[Cl:1][C:2]1[CH:27]=[CH:26][C:5]([CH2:6][N:7]2[C:15]3[C:10](=[CH:11][C:12]([CH:16]=[C:17]4[S:21][C:20]([N:32]5[CH2:35][CH:34]([N:36]6[CH2:41][C@H:40]([CH3:42])[O:39][C@H:38]([CH3:43])[CH2:37]6)[CH2:33]5)=[N:19][C:18]4=[O:25])=[CH:13][CH:14]=3)[CH:9]=[N:8]2)=[C:4]([C:28]([F:31])([F:30])[F:29])[CH:3]=1. Reported procedure: 5-({1-[4-Chloro-2-(trifluoromethyl)benzyl]-1H-indazol-5-yl}methylidene)-2-[3-(2,6-cis-dimethylmorpholin-4-yl)azetidin-1-yl]-1,3-thiazol-4(5H)-one was prepared from 5-[1-(4-Chloro-2-trifluoromethyl-benzyl)-1H-indazol-5-ylmethylene]-2-ethylsulfanyl-thiazol-4-one and 4-Azetidin-3-yl-2,6-(cis)-dimethyl-morpholine following General Procedure C.